Dataset: the Open Reaction Database (ORD), a public repository of structured organic reaction records. Task: describe an organic reaction: reactants, conditions, products, and yield Starting materials: C(#N)C1=C(N(C=C1C)C1=C(C=C(C=C1C)C)C)NC(C)=O (N-[3-cyano-4-methyl-1-(2,4,6-trimethylphenyl)-1H-pyrrol-2-yl]-acetamide), P(O)(O)(O)=O (phosphoric acid). Reaction conditions: time 30 minute. The product is CC=1NC(C2=C(N1)N(C=C2C)C2=C(C=C(C=C2C)C)C)=O (2,5-dimethyl-7-(2,4,6-trimethylphenyl)-3,7-dihydro-pyrrolo[2,3-d]pyrimidin-4-one). Reaction SMILES: [C:1]([C:3]1[C:7]([CH3:8])=[CH:6][N:5]([C:9]2[C:14]([CH3:15])=[CH:13][C:12]([CH3:16])=[CH:11][C:10]=2[CH3:17])[C:4]=1[NH:18][C:19](=O)[CH3:20])#[N:2].P(=O)(O)(O)[OH:23]>>[CH3:20][C:19]1[NH:2][C:1](=[O:23])[C:3]2[C:7]([CH3:8])=[CH:6][N:5]([C:9]3[C:14]([CH3:15])=[CH:13][C:12]([CH3:16])=[CH:11][C:10]=3[CH3:17])[C:4]=2[N:18]=1. Reported procedure: A suspension of the compound of step B (3.200 g, 11.38 mmol) in 3 ml of 85% phosphoric acid was immersed in an oil bath preheated to 130° C. for 30 minutes. The reaction mixtures was cooled and poured onto crushed ice and stirred until solid formed and ice melted. The solid was filtered, washed with water to give a tan solid, the title compound, which was purified through silica gel column chromatography to give a tan solid. 1H NMR (CDCl3) δ 1.92(s, 6H), 2.32(s, 3H), 2.41(s, 3H), 2.45(s, 3H), 2.... Starting materials: C(N)(=O)C=1NC=[NH+]C1[O-] (4-carbamoyl-imidazolium-5-olate), BrC1=CC=C(C(=O)Cl)C=C1 (p-bromobenzoyl chloride). Run in N1=CC=CC=C1 (pyridine). Reaction conditions: time 2.5 hour. Product: BrC1=CC=C(C(=O)OC=2N=CNC2C(N)=O)C=C1 (5-carbamoyl-1H-imidazol-4-yl p-bromobenzoate). Isolated yield 84.9%. Reaction SMILES: [C:1]([C:4]1[NH:5][CH:6]=[NH+:7][C:8]=1[O-:9])(=[O:3])[NH2:2].[Br:10][C:11]1[CH:19]=[CH:18][C:14]([C:15](Cl)=[O:16])=[CH:13][CH:12]=1>N1C=CC=CC=1>[Br:10][C:11]1[CH:19]=[CH:18][C:14]([C:15]([O:9][C:8]2[N:7]=[CH:6][NH:5][C:4]=2[C:1](=[O:3])[NH2:2])=[O:16])=[CH:13][CH:12]=1. Procedure details: To a suspension of 5.084 g of 4-carbamoyl-imidazolium-5-olate in 104 ml of dry pyridine was added 11.41 g of p-bromobenzoyl chloride at room temperature. After addition was over, the mixture was stirred at 40°-45° C. for 2.5 hours. The separated crystals were filtered off, washed with chloroform and diisopropyl ether, dried under vacuum to give 10.535 g of 5-carbamoyl-1H-imidazol-4-yl p-bromobenzoate, m.p. 232°-233° C. (dec.) Starting materials: CCOC(=O)c1ccc(OCCn2c(-c3cccnc3)c(C)c3ccccc32)cc1, Cl, [Na+], [OH-]. Yields the product Cc1c(-c2cccnc2)n(CCOc2ccc(C(=O)O)cc2)c2ccccc12. RXN SMILES: [CH2:1]([CH3:2])[O:3][C:4](=[O:5])[c:6]1[cH:7][cH:8][c:9]([O:10][CH2:11][CH2:12][n:13]2[c:14](-[c:23]3[cH:24][n:25][cH:26][cH:27][cH:28]3)[c:15]([CH3:22])[c:16]3[cH:17][cH:18][cH:19][cH:20][c:21]23)[cH:29][cH:30]1.[ClH:33].[Na+:32].[OH-:31]>>[O:3]=[C:4]([OH:5])[c:6]1[cH:7][cH:8][c:9]([O:10][CH2:11][CH2:12][n:13]2[c:14](-[c:23]3[cH:24][n:25][cH:26][cH:27][cH:28]3)[c:15]([CH3:22])[c:16]3[cH:17][cH:18][cH:19][cH:20][c:21]23)[cH:29][cH:30]1. The reactants are O (water), C(C)OC(=O)[C@H]1[C@H](CC(CC1)=O)CCCC (cis-2-Butyl-4-oxocyclohexane carboxylic acid ethyl ester), C(CO)O (ethylene glycol), C1(=CC=C(C=C1)S(=O)(=O)O)C (p-toluenesulphonic acid). The solvent is C1=CC=CC=C1 (benzene), C(C)OCC (diethyl ether). The product is C(C)OC(=O)[C@@H]1[C@@H](CC2(OCCO2)CC1)CCCC (cis-7-Butyl-1,4-dioxaspiro[4,5]decane-8-carboxylic acid ethyl ester). RXN SMILES: [CH2:1]([O:3][C:4]([C@@H:6]1[CH2:11][CH2:10][C:9](=[O:12])[CH2:8][C@@H:7]1[CH2:13][CH2:14][CH2:15][CH3:16])=[O:5])[CH3:2].[CH2:17](O)[CH2:18][OH:19].C1(C)C=CC(S(O)(=O)=O)=CC=1.O>C1C=CC=CC=1.C(OCC)C>[CH2:1]([O:3][C:4]([C@H:6]1[CH2:11][CH2:10][C:9]2([O:19][CH2:18][CH2:17][O:12]2)[CH2:8][C@H:7]1[CH2:13][CH2:14][CH2:15][CH3:16])=[O:5])[CH3:2]. Reported procedure: cis-2-Butyl-4-oxocyclohexane carboxylic acid ethyl ester (9.0 g; 40 mmole), ethylene glycol (2.73 g; 44 mmole) and p-toluenesulphonic acid (100 mg) were refluxed in benzene 80 ml) using a Dean-Stark water trap. After 12 hours the mixture was cooled, diluted with diethyl ether and washed with saturated aqueous sodium bicarbonate followed by water. Drying over MgSO4 and evaporation gave a liquid (10.80 g; 100%) which was pure enough to use directly. Found: C, 66.71; H, 9.79. C15H26O4 requires C, 6... Product: COCC(C)(N)COC. As a reaction SMILES: [CH3:13][CH:14]1[C:15]([CH3:16])([N+:17]([O-:18])=[O:19])[CH2:20][O:21][CH:22]([c:23]2[cH:24][cH:25][cH:26][cH:27][cH:28]2)[O:29]1.[CH3:30][CH2:31][O:32][CH2:33][CH3:34].[CH3:35][CH2:36][OH:37].[H-:2].[I:11][CH3:12].[NH2:3][C:4]([CH2:5][OH:6])([CH2:7][O:8][CH3:9])[CH3:10].[Na+:1]>>[NH2:3][C:4]([CH2:5][O:6][CH3:13])([CH2:7][O:8][CH3:9])[CH3:10]. Reactants: CC1OC(c2ccccc2)OCC1(C)[N+](=O)[O-], CCOCC, CCO, [H-], CI, COCC(C)(N)CO, [Na+]. The reactants are Cc1ccccc1, Cc1ccc(NC(=O)CCl)cc1, Oc1c(Cl)cccc1Cl. The product is Cc1ccc(N(C(=O)CCl)c2c(Cl)cccc2Cl)cc1. Reaction SMILES: [CH3:22][c:23]1[cH:24][cH:25][cH:26][cH:27][cH:28]1.[Cl:10][CH2:11][C:12](=[O:13])[NH:14][c:15]1[cH:16][cH:17][c:18]([CH3:21])[cH:19][cH:20]1.[OH:1][c:2]1[c:3]([Cl:4])[cH:5][cH:6][cH:7][c:8]1[Cl:9]>>[c:2]1([N:14]([C:12]([CH2:11][Cl:10])=[O:13])[c:15]2[cH:16][cH:17][c:18]([CH3:21])[cH:19][cH:20]2)[c:3]([Cl:4])[cH:5][cH:6][cH:7][c:8]1[Cl:9]. Starting materials: C(#CCCCCCCCC)C1=CC=C2C=CC(=CC2=C1)OC (7-decyn-1-yl-2-methoxynaphthalene), C1CCOC1 (THF). Reagents/catalysts: [Pd] (Pd/C). Run in ClCCl (dichloromethane). The product is C(CCCCCCCCC)C1=CC=C2C=CC(=CC2=C1)OC (7-decyl-2-methoxynaphthalene). The yield is 95.7%. RXN SMILES: [C:1]([C:11]1[CH:20]=[C:19]2[C:14]([CH:15]=[CH:16][C:17]([O:21][CH3:22])=[CH:18]2)=[CH:13][CH:12]=1)#[C:2][CH2:3][CH2:4][CH2:5][CH2:6][CH2:7][CH2:8][CH2:9][CH3:10].C1COCC1>[Pd].ClCCl>[CH2:1]([C:11]1[CH:20]=[C:19]2[C:14]([CH:15]=[CH:16][C:17]([O:21][CH3:22])=[CH:18]2)=[CH:13][CH:12]=1)[CH2:2][CH2:3][CH2:4][CH2:5][CH2:6][CH2:7][CH2:8][CH2:9][CH3:10]. Procedure details: 1-Decyne (1.2 g, 6.5 mmol), PdCl2(PPh3)2 (0.12 g, 0.16 mmol), CuI (13 mg, 0.065 mmol), and triethylamine (14 ml, 9.8 mmol) were added to a THF (20 ml) solution of 7-methoxy-2-naphthyltrifluoromethane sulfonate (1.0 g, 3.3 mmol). The solution was mixed at room temperature for 4 hours, and diluted with water (30 ml). The solution was made acidic with diluted hydrochloric acid (2 M), and extracted with dichloromethane (30 ml×3). The extracted solution was washed with water (100 ml×3), and dried wit...